This data is from the Open Reaction Database (ORD), a public repository of structured organic reaction records. The task is: describe an organic reaction: reactants, conditions, products, and yield As a reaction SMILES: C[O:2][C:3]([C:5]1[CH:10]=[CH:9][C:8](=[O:11])[N:7]([CH2:12][CH2:13][NH:14][C:15]([C:17]2[CH:22]=[CH:21][CH:20]=[CH:19][N:18]=2)=[O:16])[CH:6]=1)=[O:4].CO.O.C(=O)([O-])[O-].[Na+].[Na+]>C(O)(=O)C>[N:18]1[CH:19]=[CH:20][CH:21]=[CH:22][C:17]=1[C:15]([NH:14][CH2:13][CH2:12][N:7]1[C:8](=[O:11])[CH:9]=[CH:10][C:5]([C:3]([OH:4])=[O:2])=[CH:6]1)=[O:16] |f:3.4.5|. Product: N1=C(C=CC=C1)C(=O)NCCN1C=C(C=CC1=O)C(=O)O (1,6-Dihydro-1-[2-(2-pyridinylcarbonylamino)ethyl]-6-oxo-3-pyridinecarboxylic acid). The solvent is C(C)(=O)O (acetic acid). Reactants: COC(=O)C1=CN(C(C=C1)=O)CCNC(=O)C1=NC=CC=C1 (1,6-dihydro-1-[2-(2-pyridinylcarbonylamino)ethyl]-6-oxo-3-pyridinecarboxylic acid methyl ester), CO (methanol), O (water), C([O-])([O-])=O.[Na+].[Na+] (sodium carbonate). Conditions: temperature 60 celsius. Procedure details: To a 10 ml round bottomed flask fitted with a magnetic stirrer bar was added 1,6-dihydro-1-[2-(2-pyridinylcarbonylamino)ethyl]-6-oxo-3-pyridinecarboxylic acid methyl ester (0.177 g, 0.59 mmol), methanol (1.4 ml), water (1.4 ml), and 15% aqueous sodium carbonate (1.4 ml). The resulting suspension was heated in a 60° C. oil bath for 1 hour during which time the mixture was completely solvated. Upon cooling to room temperature, acetic acid was added dropwise, with stirring, to a final pH of 5.5. Th... Starting materials: CCOC(C)=O, CCOc1ccccc1CN, CCCCCC, CCOC(C)=O, CN(C)C=O, O, On1nnc2ccccc21, O=C(O)c1ccc2cnccc2n1. The product is CCOc1ccccc1CNC(=O)c1ccc2cnccc2n1. RXN SMILES: [C:36]([O:37][CH2:38][CH3:39])(=[O:40])[CH3:41].[CH2:25]([CH3:26])[O:27][c:28]1[c:29]([CH2:30][NH2:31])[cH:32][cH:33][cH:34][cH:35]1.[CH3:42][CH2:43][CH2:44][CH2:45][CH2:46][CH3:47].[CH3:53][CH2:54][O:55][C:56](=[O:57])[CH3:58].[O:48]=[CH:49][N:50]([CH3:51])[CH3:52].[OH2:14].[OH:15][n:16]1[c:17]2[cH:18][cH:19][cH:20][cH:21][c:22]2[n:23][n:24]1.[n:1]1[c:2]([C:11](=[O:12])[OH:13])[cH:3][cH:4][c:5]2[cH:6][n:7][cH:8][cH:9][c:10]12>>[n:1]1[c:2]([C:11](=[O:13])[NH:31][CH2:30][c:29]2[c:28]([O:27][CH2:25][CH3:26])[cH:35][cH:34][cH:33][cH:32]2)[cH:3][cH:4][c:5]2[cH:6][n:7][cH:8][cH:9][c:10]12. Starting materials: C1CCOC1, CCN(C(C)C)C(C)C, COC(=O)Cl, Cl, CC(C)C(N)C(=O)OC(C)(C)C. Product: COC(=O)NC(C(=O)OC(C)(C)C)C(C)C. Reaction SMILES: [CH2:28]1[O:29][CH2:30][CH2:31][CH2:32]1.[CH:1]([N:2]([CH2:3][CH3:4])[CH:5]([CH3:6])[CH3:7])([CH3:8])[CH3:9].[Cl:23][C:24](=[O:25])[O:26][CH3:27].[ClH:10].[NH2:11][CH:12]([C:13](=[O:14])[O:15][C:16]([CH3:17])([CH3:18])[CH3:19])[CH:20]([CH3:21])[CH3:22]>>[NH:11]([CH:12]([C:13](=[O:14])[O:15][C:16]([CH3:17])([CH3:18])[CH3:19])[CH:20]([CH3:21])[CH3:22])[C:24](=[O:25])[O:26][CH3:27]. Reaction SMILES: [CH2:20]1[O:21][CH2:22][CH2:23][CH2:24]1.[CH3:16][I:17].[CH:25]([N-:26][CH:27]([CH3:28])[CH3:29])([CH3:30])[CH3:31].[Cl-:18].[Li+:32].[NH4+:19].[c:1]1([CH:7]2[N:8]3[C:9](=[O:15])[CH2:10][CH2:11][CH:12]3[CH2:13][O:14]2)[cH:2][cH:3][cH:4][cH:5][cH:6]1>>[c:1]1([CH:7]2[N:8]3[C:9](=[O:15])[CH:10]([CH3:16])[CH2:11][CH:12]3[CH2:13][O:14]2)[cH:2][cH:3][cH:4][cH:5][cH:6]1. The reactants are C1CCOC1, CI, CC(C)[N-]C(C)C, [Cl-], [Li+], [NH4+], O=C1CCC2COC(c3ccccc3)N12. The product is CC1CC2COC(c3ccccc3)N2C1=O.